From a dataset of the Open Reaction Database (ORD), a public repository of structured organic reaction records. describe an organic reaction: reactants, conditions, products, and yield Starting materials: [H-].[Li+].[Al+3].[H-].[H-].[H-] (aluminum lithium hydride), CC1=NC=C(C(=O)OC)C=C1 (methyl 6-methylnicotinate), O (water), aqueous solution, [OH-].[Na+] (sodium hydroxide), O (water). Run in C1CCOC1 (THF), C1CCOC1 (THF). Conditions: temperature 0 celsius, time 2 hour. Yields the product CC1=CC=C(C=N1)CO ((6-methyl-3-pyridinyl)methanol). Yield: 99.1%. RXN SMILES: [H-].[Li+].[Al+3].[H-].[H-].[H-].[CH3:7][C:8]1[CH:17]=[CH:16][C:11]([C:12](OC)=[O:13])=[CH:10][N:9]=1.O.[OH-].[Na+]>C1COCC1>[CH3:7][C:8]1[N:9]=[CH:10][C:11]([CH2:12][OH:13])=[CH:16][CH:17]=1 |f:0.1.2.3.4.5,8.9|. Procedure details: To aluminum lithium hydride (2.0 g) in THF (156 ml) was added dropwise methyl 6-methylnicotinate (7.8 g) in THF (78 ml) at 0° C. The mixture was stirred for 2 hours at room temperature at 0° C., and water (7.8 ml), 15% aqueous solution of sodium hydroxide (7.8 ml), and water (23.4 ml) were sequentially added to the mixture. The mixture was filtered with Celite, and washed with methanol. The solvent was removed under reduced pressure, and the obtained residue was purified by silica gel column chr...